From a dataset of the Open Reaction Database (ORD), a public repository of structured organic reaction records. describe an organic reaction: reactants, conditions, products, and yield Reactants: NC1=C(C(=NC2=CC=CC(=C12)OCC(C)(C)N)C)C(=O)OCC (ethyl 4-amino-5-(2-amino-2-methylpropoxy)-2-methylquinoline-3-carboxylate), C1(CCCC1)C(=O)O (cyclopentane carboxylic acid). Product: NC1=C(C(=NC2=CC=CC(=C12)OCC(C)(C)NC(=O)C1CCCC1)C)C(=O)OCC (ethyl 4-amino-5-(2-(cyclopentanecarboxamido)-2-methylpropoxy)-2-methylquinoline-3-carboxylate). RXN SMILES: [NH2:1][C:2]1[C:11]2[C:6](=[CH:7][CH:8]=[CH:9][C:10]=2[O:12][CH2:13][C:14]([NH2:17])([CH3:16])[CH3:15])[N:5]=[C:4]([CH3:18])[C:3]=1[C:19]([O:21][CH2:22][CH3:23])=[O:20].[CH:24]1([C:29](O)=[O:30])[CH2:28][CH2:27][CH2:26][CH2:25]1>>[NH2:1][C:2]1[C:11]2[C:6](=[CH:7][CH:8]=[CH:9][C:10]=2[O:12][CH2:13][C:14]([NH:17][C:29]([CH:24]2[CH2:28][CH2:27][CH2:26][CH2:25]2)=[O:30])([CH3:16])[CH3:15])[N:5]=[C:4]([CH3:18])[C:3]=1[C:19]([O:21][CH2:22][CH3:23])=[O:20]. Procedure: Prepared as in Example 24a from ethyl 4-amino-5-(2-amino-2-methylpropoxy)-2-methyl-quinoline-3-carboxylate (Example 24b) and cyclopentane carboxylic acid as a yellow solid (33%). 1H NMR (400 MHz, DMSO-d6) δ 1.34 (t, J=4.0 Hz, 3H), 1.37 (s, 6H), 1.42-1.53 (m, 6H), 1.64-1.69 (m, 2H), 2.58 (m, 1H), 2.62 (s, 3H), 4.32 (s, 2H), 4.35 (m, 2H), 6.96 (m, 1H), 7.28 (d, J=8.0 Hz, 1H), 7.58 (m, 1H), 7.66 (s, 1H), 8.41 (d, 2H). MS 414 (MH+). As a reaction SMILES: [C:1](#[N:2])[c:3]1[cH:4][cH:5][c:6]([S:9](=[O:10])(=[O:11])[NH:12][CH2:13][CH2:14][OH:15])[cH:7][cH:8]1.[CH3:24][OH:25].[ClH:16].[NH2:17][OH:18].[Na+:23].[O-:19][C:20]([OH:21])=[O:22]>>[C:1](=[NH:2])([c:3]1[cH:4][cH:5][c:6]([S:9](=[O:10])(=[O:11])[NH:12][CH2:13][CH2:14][OH:15])[cH:7][cH:8]1)[NH:17][OH:18]. Reactants: N#Cc1ccc(S(=O)(=O)NCCO)cc1, CO, Cl, NO, [Na+], O=C([O-])O. Product: N=C(NO)c1ccc(S(=O)(=O)NCCO)cc1. Starting materials: ClC1=CC=C(C=C1)S(=O)(=O)NC(C(=O)NC1=CC=C(C=C1)CCC(=O)OC)CN1C=NC=C1 ((RS)-2-(4-chlorobenzenesulfonylamino)-3-(1H-imidazol-1-yl)-N-(4-(2-methoxycarbonylethyl)phenyl) propanamide), Cl (HCl). The product is Cl.C(=O)(O)CCC1=CC=C(C=C1)NC(C(CN1C=NC=C1)NS(=O)(=O)C1=CC=C(C=C1)Cl)=O ((RS)-N-(4-(2-carboxyethyl)phenyl)-2-(4-chlorobenzenesulfonylamino)-3-(1H-imidazol-1-yl)propanamide hydrochloride). The yield is 191.3%. As a reaction SMILES: [Cl:1][C:2]1[CH:7]=[CH:6][C:5]([S:8]([NH:11][CH:12]([CH2:28][N:29]2[CH:33]=[CH:32][N:31]=[CH:30]2)[C:13]([NH:15][C:16]2[CH:21]=[CH:20][C:19]([CH2:22][CH2:23][C:24]([O:26]C)=[O:25])=[CH:18][CH:17]=2)=[O:14])(=[O:10])=[O:9])=[CH:4][CH:3]=1.Cl>>[ClH:1].[C:24]([CH2:23][CH2:22][C:19]1[CH:20]=[CH:21][C:16]([NH:15][C:13](=[O:14])[CH:12]([NH:11][S:8]([C:5]2[CH:4]=[CH:3][C:2]([Cl:1])=[CH:7][CH:6]=2)(=[O:10])=[O:9])[CH2:28][N:29]2[CH:33]=[CH:32][N:31]=[CH:30]2)=[CH:17][CH:18]=1)([OH:26])=[O:25] |f:2.3|. Reported procedure: The procedure described in Example 92 was repeated, except that (RS)-2-(4-chlorobenzenesulfonylamino)-3-(1H-imidazol-1-yl)-N-(4-(2-methoxycarbonylethyl)phenyl) propanamide (74 mg) was hydrolyzed, and then reacted with HCl to obtain (RS)-N-(4-(2-carboxyethyl)phenyl)-2-(4-chlorobenzenesulfonylamino)-3-(1H-imidazol-1-yl)propanamide hydrochloride (74 mg). The reactants are N1=CC=C2N1C=CC(=N2)O (pyrazolo[1,5-a]pyrimidin-5-ol), BrN1C(CCC1=O)=O (N-bromosuccinimide). The solvent is ClCCl (dichloromethane), CN(C)C=O (DMF). Reaction conditions: time 17 hour. Yields the product BrC=1C=NN2C1N=C(C=C2)O (3-bromopyrazolo[1,5-a]pyrimidin-5-ol). The yield is 89.9%. Reaction SMILES: [N:1]1[N:5]2[CH:6]=[CH:7][C:8]([OH:10])=[N:9][C:4]2=[CH:3][CH:2]=1.[Br:11]N1C(=O)CCC1=O>ClCCl.CN(C=O)C>[Br:11][C:3]1[CH:2]=[N:1][N:5]2[CH:6]=[CH:7][C:8]([OH:10])=[N:9][C:4]=12. Reported procedure: A mixture of pyrazolo[1,5-a]pyrimidin-5-ol (Example 1, Step 1, 28.3 g, 210 mmol) and N-bromosuccinimide (37.3 g, 210 mmol) in dichloromethane (200 mL) and DMF (300 mL) was stirred at ambient temperature for 17 hours. The reaction mixture was concentrated and the product was precipitated using Et2O. The solids were collected by filtration and dried to afford 3-bromopyrazolo[1,5-a]pyrimidin-5-ol (40.4 g, 90%). LCMS (APCI−) m/z 211, 213 [M−H]−. Starting materials: 143, N1=CC=C(C=C1)C=1NC2=CC=CC=C2C1 (2-(Pyridin-4-yl)-1H-indole), ICCC1CC2=CC=CC=C2C1 (2-(2-Iodoethyl)indane), 174. Product: C1C(CC2=CC=CC=C12)CCN1CCC(=CC1)C=1NC2=CC=CC=C2C1 (2-[1-[2-(Indan-2-yl)ethyl]-1,2,3,6-tetrahydropyridin-4-yl]-1H-indole). Reaction SMILES: [N:1]1[CH:6]=[CH:5][C:4]([C:7]2[NH:8][C:9]3[C:14]([CH:15]=2)=[CH:13][CH:12]=[CH:11][CH:10]=3)=[CH:3][CH:2]=1.I[CH2:17][CH2:18][CH:19]1[CH2:27][C:26]2[C:21](=[CH:22][CH:23]=[CH:24][CH:25]=2)[CH2:20]1>>[CH2:20]1[C:21]2[C:26](=[CH:25][CH:24]=[CH:23][CH:22]=2)[CH2:27][CH:19]1[CH2:18][CH2:17][N:1]1[CH2:2][CH:3]=[C:4]([C:7]2[NH:8][C:9]3[C:14]([CH:15]=2)=[CH:13][CH:12]=[CH:11][CH:10]=3)[CH2:5][CH2:6]1. Reported procedure: Prepared from 27a and 24a. Mp 175-176  C. 1H NMR (CDCl3) δ1.75-1.85 (m, 2H), 2.45-2.55 (m, 1H), 2.55-2.60 (m, 2H), 2.60-2.70 (m, 4H), 2.70-2.80 (m, 2H), 3.05-3.15 (m, 2H), 3.25 (broad s, 2H), 6.05 (broad s, 1H), 6.45 (s, 1H), 7.05 (t, 1H), 7.10-7.25 (m, 5H), 7.35 (d, 1H), 7.55 (d, 1H), 8.10 (broad s, 1H). MS m/z (%): 343 (MH+, 8%), 174 (32%), 143 (100%). Starting materials: C(C)OC(C(C(C)C)=CC1=CC=C(C=C1)OC1=C(C(=CC2=CC(=CC=C12)OC)C)C1=CC=CC=C1)=O (2-[4-(6-Methoxy-3-methyl-2-phenyl-naphthalen-1-yloxy)-benzylidene]-3-methyl-butyric acid ethyl ester), CS(=O)(=O)OC(CC1=CC(=CC=C1)OC)C (1-methyl-2-[3-(methyloxy)phenyl]ethyl methanesulfonate). Yields the product COC=1C=C2C=C(C(=C(C2=CC1)OC1=CC=C(C=C(C(=O)O)C(C)C)C=C1)C1=CC=CC=C1)C (2-[4-(6-Methoxy-3-methyl-2-phenyl-naphthalen-1-yloxy)-benzylidene]-3-methyl-butyric acid). As a reaction SMILES: C([O:3][C:4](=[O:36])[C:5](=[CH:9][C:10]1[CH:15]=[CH:14][C:13]([O:16][C:17]2[C:26]3[C:21](=[CH:22][C:23]([O:27][CH3:28])=[CH:24][CH:25]=3)[CH:20]=[C:19]([CH3:29])[C:18]=2[C:30]2[CH:35]=[CH:34][CH:33]=[CH:32][CH:31]=2)=[CH:12][CH:11]=1)[CH:6]([CH3:8])[CH3:7])C.CS(OC(C)CC1C=CC=C(OC)C=1)(=O)=O>>[CH3:28][O:27][C:23]1[CH:22]=[C:21]2[C:26](=[CH:25][CH:24]=1)[C:17]([O:16][C:13]1[CH:12]=[CH:11][C:10]([CH:9]=[C:5]([CH:6]([CH3:8])[CH3:7])[C:4]([OH:36])=[O:3])=[CH:15][CH:14]=1)=[C:18]([C:30]1[CH:31]=[CH:32][CH:33]=[CH:34][CH:35]=1)[C:19]([CH3:29])=[CH:20]2. Reported procedure: Similarly isomer (2) of 2-[4-(6-Methoxy-3-methyl-2-phenyl-naphthalen-1-yloxy)-benzylidene]-3-methyl-butyric acid ethyl ester (222-1) (0.191 g, 0.397 mmol) afforded 0.114 g (63%) of isomer (2) (223-2) of the title compound as solid. 1H NMR (400 MHz, d-CDCl3): δ 1.15 (d, J=7.0 Hz, 6H), 2.22 (s, 3H), 2.70-2.77 (m, 1H), 3.91 (s, 3H), 6.47-6.51 (m, 3H), 7.00-7.04 (m, 3H), 7.09-7.13 (m, 3H), 7.18-7.25 (m, 4H), 7.54 (s, 1H), 7.73 (d, J=9.2 Hz, 1H). The reactants are CN1CCN(CC1)[C@@H]1[C@@H]([C@]2(C)[C@@H](C1)[C@@H]1CC[C@H]3C[C@@H]([C@H](C[C@]3(C)[C@H]1CC2)N2CCC(CC2)=O)O)O.CC(=O)CC(=O)O (16β-(4-Methyl-1-piperazinyl)-2β-(4-oxo-1-piperidinyl)-5α-androstane-3α,17β-diol diacetate), [BH4-].[Na+] (sodium borohydride). Yields the product OC1CCN(CC1)[C@@H]1[C@H](C[C@@H]2CC[C@H]3[C@@H]4C[C@@H]([C@@H]([C@@]4(C)CC[C@@H]3[C@]2(C1)C)O)N1CCN(CC1)C)O.CC(=O)CC(=O)O (2β-(4-hydroxy-1-piperidinyl)-16β-(4-methyl-1-piperazinyl)-5α-androstane-3α,17β-diol diacetate). Yield: 83.1%. RXN SMILES: [CH3:1][N:2]1[CH2:7][CH2:6][N:5]([C@H:8]2[CH2:13][C@H:12]3[C@H:14]4[C@H:24]([CH2:25][CH2:26][C@:10]3([CH3:11])[C@H:9]2[OH:35])[C@:22]2([CH3:23])[C@H:17]([CH2:18][C@H:19]([OH:34])[C@@H:20]([N:27]3[CH2:32][CH2:31][C:30](=[O:33])[CH2:29][CH2:28]3)[CH2:21]2)[CH2:16][CH2:15]4)[CH2:4][CH2:3]1.[CH3:36][C:37]([CH2:39][C:40]([OH:42])=[O:41])=[O:38].[BH4-].[Na+]>>[OH:33][CH:30]1[CH2:31][CH2:32][N:27]([C@H:20]2[CH2:21][C@@:22]3([CH3:23])[C@@H:17]([CH2:16][CH2:15][C@@H:14]4[C@@H:24]3[CH2:25][CH2:26][C@@:10]3([CH3:11])[C@H:12]4[CH2:13][C@H:8]([N:5]4[CH2:4][CH2:3][N:2]([CH3:1])[CH2:7][CH2:6]4)[C@@H:9]3[OH:35])[CH2:18][C@@H:19]2[OH:34])[CH2:28][CH2:29]1.[CH3:36][C:37]([CH2:39][C:40]([OH:42])=[O:41])=[O:38] |f:0.1,2.3,4.5|. Procedure: 16β-(4-Methyl-1-piperazinyl)-2β-(4-oxo-1-piperidinyl)-5α-androstane-3α,17β-diol-diacetate is reduced by sodium borohydride as described in Example 11 to obtain the foam-like title compound in a yield of 83.05%, Rf2 =0.61. The reactants are COc1cc2nccc(Oc3ccc(N)cc3)c2cc1OC, Cc1ccccc1, O=C=Nc1cccc2ccccc12. Yields the product COc1cc2nccc(Oc3ccc(NC(=O)Nc4cccc5ccccc45)cc3)c2cc1OC. Reaction SMILES: [CH3:1][O:2][c:3]1[cH:4][c:5]2[c:6]([O:15][c:16]3[cH:17][cH:18][c:19]([NH2:22])[cH:20][cH:21]3)[cH:7][cH:8][n:9][c:10]2[cH:11][c:12]1[O:13][CH3:14].[CH3:36][c:37]1[cH:38][cH:39][cH:40][cH:41][cH:42]1.[c:23]1([N:33]=[C:34]=[O:35])[cH:24][cH:25][cH:26][c:27]2[cH:28][cH:29][cH:30][cH:31][c:32]12>>[CH3:1][O:2][c:3]1[cH:4][c:5]2[c:6]([O:15][c:16]3[cH:17][cH:18][c:19]([NH:22][C:34]([NH:33][c:23]4[cH:24][cH:25][cH:26][c:27]5[cH:28][cH:29][cH:30][cH:31][c:32]45)=[O:35])[cH:20][cH:21]3)[cH:7][cH:8][n:9][c:10]2[cH:11][c:12]1[O:13][CH3:14].